Dataset: the Open Reaction Database (ORD), a public repository of structured organic reaction records. Task: describe an organic reaction: reactants, conditions, products, and yield Starting materials: COC=1C=C(C#N)C=CC1OC (3,4-dimethoxybenzonitrile), C(C)(=S)N (thioacetamide). Solvent: Cl.CN(C)C=O (hydrochloric acid DMF). Reaction conditions: temperature 90 celsius. The product is COC=1C=C(C(=S)N)C=CC1OC (3,4-dimethoxythiobenzamide). Isolated yield 61.9%. RXN SMILES: [CH3:1][O:2][C:3]1[CH:4]=[C:5]([CH:8]=[CH:9][C:10]=1[O:11][CH3:12])[C:6]#[N:7].C(N)(=[S:15])C>Cl.CN(C=O)C>[CH3:1][O:2][C:3]1[CH:4]=[C:5]([CH:8]=[CH:9][C:10]=1[O:11][CH3:12])[C:6]([NH2:7])=[S:15] |f:2.3|. Reported procedure: 25 g of 3,4-dimethoxybenzonitrile and 23 g of thioacetamide were dissolved in 120 ml of 10% hydrochloric acid-DMF. The solution was heated at 90° C. for 3 hours. The solution was further heated at 130° C. for 5 hours to conduct a reaction. The solvent was removed by distillation. The residue was washed twice with 100 ml of diethyl ether. Similar washing was conducted with 100 ml of water. The resulting crystals were collected by filtration and dried. Recrystallization from methanol was conducted... Starting materials: CN(OCc1ccccc1)C(=O)C1CCCCN1S(=O)(=O)N1CCC(c2c[nH]c3ccc(F)cc23)CC1, CCO, C1CCOC1. Yields the product CN(O)C(=O)C1CCCCN1S(=O)(=O)N1CCC(c2c[nH]c3ccc(F)cc23)CC1. RXN SMILES: [CH2:1]([c:2]1[cH:3][cH:4][cH:5][cH:6][cH:7]1)[O:8][N:9]([C:10](=[O:11])[CH:12]1[N:13]([S:18](=[O:19])(=[O:20])[N:21]2[CH2:22][CH2:23][CH:24]([c:27]3[cH:28][nH:29][c:30]4[cH:31][cH:32][c:33]([F:36])[cH:34][c:35]34)[CH2:25][CH2:26]2)[CH2:14][CH2:15][CH2:16][CH2:17]1)[CH3:37].[CH2:43]([OH:44])[CH3:45].[O:38]1[CH2:39][CH2:40][CH2:41][CH2:42]1>>[OH:8][N:9]([C:10](=[O:11])[CH:12]1[N:13]([S:18](=[O:19])(=[O:20])[N:21]2[CH2:22][CH2:23][CH:24]([c:27]3[cH:28][nH:29][c:30]4[cH:31][cH:32][c:33]([F:36])[cH:34][c:35]34)[CH2:25][CH2:26]2)[CH2:14][CH2:15][CH2:16][CH2:17]1)[CH3:37]. Reactants: CCN(CC)CC#CCN1CCC(O[Si](C)(C)C(C)(C)C)C1=O, CCOCC, N#CBr. The product is CC(C)(C)[Si](C)(C)OC1CCN(CC#CCBr)C1=O. RXN SMILES: [CH2:1]([N:2]([CH2:3][CH3:22])[CH2:4][C:5]#[C:6][CH2:7][N:8]1[C:9](=[O:21])[CH:10]([O:13][Si:14]([CH3:15])([CH3:16])[C:17]([CH3:18])([CH3:19])[CH3:20])[CH2:11][CH2:12]1)[CH3:23].[CH3:27][CH2:28][O:29][CH2:30][CH3:31].[N:24]#[C:25][Br:26]>>[CH2:4]([C:5]#[C:6][CH2:7][N:8]1[C:9](=[O:21])[CH:10]([O:13][Si:14]([CH3:15])([CH3:16])[C:17]([CH3:18])([CH3:19])[CH3:20])[CH2:11][CH2:12]1)[Br:26].